This data is from the Open Reaction Database (ORD), a public repository of structured organic reaction records. The task is: describe an organic reaction: reactants, conditions, products, and yield Starting materials: [N-]=[N+]=[N-].[Na+] (Sodium azide), ClC=1NC(C(=C(C1C(=O)OCC)OC1=CC(=CC(=C1)C)C)I)=O (Ethyl 2-chloro-4-(3,5-dimethylphenoxy)-1,6-dihydro-5-iodo-6-oxo-3-pyridinecarboxylate). The solvent is CS(=O)C (DMSO). Conditions: temperature 50 celsius. Product: N(=[N+]=[N-])C=1NC(C(=C(C1C(=O)OCC)OC1=CC(=CC(=C1)C)C)I)=O (Ethyl 2-azido-4-(3,5-dimethylphenoxy)-1,6-dihydro-5-iodo-6-oxo-3-pyridinecarboxylate). Isolated yield 69.2%. As a reaction SMILES: [N-:1]=[N+:2]=[N-:3].[Na+].Cl[C:6]1[NH:7][C:8](=[O:27])[C:9]([I:26])=[C:10]([O:17][C:18]2[CH:23]=[C:22]([CH3:24])[CH:21]=[C:20]([CH3:25])[CH:19]=2)[C:11]=1[C:12]([O:14][CH2:15][CH3:16])=[O:13]>CS(C)=O>[N:1]([C:6]1[NH:7][C:8](=[O:27])[C:9]([I:26])=[C:10]([O:17][C:18]2[CH:19]=[C:20]([CH3:25])[CH:21]=[C:22]([CH3:24])[CH:23]=2)[C:11]=1[C:12]([O:14][CH2:15][CH3:16])=[O:13])=[N+:2]=[N-:3] |f:0.1|. Reported procedure: Sodium azide (0.20 g, 3.12 mmol) was added to a solution of intermediate 3 (0.50 g, 1.56 mmol) in DMSO (5 ml), and the mixture was heated at 50° C. for 5 hours Reaction mixture was partitioned between water (30 ml) and ethyl acetate (40 ml). The organic layer was dried over magnesium sulfate and concentred. Flash chromatography (SiO2, CH2Cl2/ethanol 95:5) gave the desired product (0.49 g, 70%) as a white solid, m.p.=216–218° C. Reactants: CC1(C)C=C(c2ccccn2)c2cc(C#N)ccc2O1, CCO. The product is CC1(C)CC(c2ccccn2)c2cc(C#N)ccc2O1. RXN SMILES: [CH3:1][C:2]1([CH3:20])[O:3][c:4]2[c:5]([cH:14][c:15]([C:18]#[N:19])[cH:16][cH:17]2)[C:6]([c:8]2[n:9][cH:10][cH:11][cH:12][cH:13]2)=[CH:7]1.[CH3:21][CH2:22][OH:23]>>[CH3:1][C:2]1([CH3:20])[O:3][c:4]2[c:5]([cH:14][c:15]([C:18]#[N:19])[cH:16][cH:17]2)[CH:6]([c:8]2[n:9][cH:10][cH:11][cH:12][cH:13]2)[CH2:7]1. Product: C1(CCCC1)CS(=O)(=O)[O-].[Na+] (sodium cyclopentylmethanesulfonate). Procedure: The subtitle compound was prepared by the method of Preparation 61 from 1-(bromomethyl)cyclopentane [Preparation 63] and sodium sulphite. The crude product was purified by recrystallisation from water to afford sodium cyclopentylmethanesulfonate as a white solid. RXN SMILES: Br[CH2:2][CH:3]1[CH2:7][CH2:6][CH2:5][CH2:4]1.[S:8]([O-:11])([O-:10])=[O:9].[Na+:12].[Na+]>>[CH:3]1([CH2:2][S:8]([O-:11])(=[O:10])=[O:9])[CH2:7][CH2:6][CH2:5][CH2:4]1.[Na+:12] |f:1.2.3,4.5|. Reactants: BrCC1CCCC1 (1-(bromomethyl)cyclopentane), S(=O)([O-])[O-].[Na+].[Na+] (sodium sulphite). The reactants are COC1=NC(=C(C=C1Cl)Cl)Cl (2-methoxy-3,5,6-trichloropyridine), S(=O)(=O)(Cl)Cl (sulfuryl chloride). The solvent is C(Cl)(Cl)(Cl)Cl (carbon tetrachloride), C(Cl)(Cl)(Cl)Cl (carbon tetrachloride). Yields the product ClCOC1=NC(=C(C=C1Cl)Cl)Cl (2-chloromethoxy-3,5,6-trichloropyridine). Reaction SMILES: [CH3:1][O:2][C:3]1[C:8]([Cl:9])=[CH:7][C:6]([Cl:10])=[C:5]([Cl:11])[N:4]=1.S(Cl)([Cl:15])(=O)=O>C(Cl)(Cl)(Cl)Cl>[Cl:15][CH2:1][O:2][C:3]1[C:8]([Cl:9])=[CH:7][C:6]([Cl:10])=[C:5]([Cl:11])[N:4]=1. Procedure details: To a solution of 92.2 g. (0.434 mole) 2-methoxy-3,5,6-trichloropyridine in 400 ml. carbon tetrachloride, which is illuminated and heated to reflux by a G.E. sunlamp, add dropwise over a period of 5 hours a solution of 58.6 g. (0.434 mole) sulfuryl chloride in 400 ml. carbon tetrachloride. The mixture is allowed to reflux for 1 hour, then is cooled and the solvent is evaporated in vacuum. The residue is a colorless liquid which is distilled through a 4-inch fractionating Claisen head to afford a ... The reactants are Br, CC1(C)C(C(=O)O)C1(C)C, CCOC(=O)c1csc(=N)n1CCOC. Product: CCOC(=O)c1csc(=NC(=O)C2C(C)(C)C2(C)C)n1CCOC. As a reaction SMILES: [BrH:1].[CH3:17][C:18]1([CH3:26])[CH:19]([C:23](=[O:24])[OH:25])[C:20]1([CH3:21])[CH3:22].[NH:2]=[c:3]1[s:4][cH:5][c:6]([C:12](=[O:13])[O:14][CH2:15][CH3:16])[n:7]1[CH2:8][CH2:9][O:10][CH3:11]>>[N:2](=[c:3]1[s:4][cH:5][c:6]([C:12](=[O:13])[O:14][CH2:15][CH3:16])[n:7]1[CH2:8][CH2:9][O:10][CH3:11])[C:23]([CH:19]1[C:18]([CH3:17])([CH3:26])[C:20]1([CH3:21])[CH3:22])=[O:24]. The product is O=S(=O)(F)c1ccc(I)cc1. Reaction SMILES: [CH3:15][C:16](=[O:17])[CH3:18].[F-:12].[I:1][c:2]1[cH:3][cH:4][c:5]([S:8](=[O:9])(=[O:10])[Cl:11])[cH:6][cH:7]1.[K+:13].[OH2:14]>>[I:1][c:2]1[cH:3][cH:4][c:5]([S:8](=[O:9])(=[O:10])[F:12])[cH:6][cH:7]1. Starting materials: CC(C)=O, [F-], O=S(=O)(Cl)c1ccc(I)cc1, [K+], O. Reactants: C(C)(C)(C)OC(COC1=CC(=CC=C1)CNCC1=CC=C(C=C1)N1N=CC=C1)=O ({3-[(4-Pyrazol-1-yl-benzylamino)-methyl]-phenoxy}-acetic acid tert-butyl ester), Cl.N1=CC(=CC=C1)S(=O)(=O)Cl (pyridine-3-sulfonyl chloride hydrochloride). The product is C(C)(C)(C)OC(COC1=CC(=CC=C1)CN(S(=O)(=O)C=1C=NC=CC1)CC1=CC=C(C=C1)N1N=CC=C1)=O ((3{[(4-Pyrazol-1-yl-benzyl)-(pyridine-3-sulfonyl)-amino]-methyl}-phenoxy)-acetic acid tert-butyl ester). As a reaction SMILES: [C:1]([O:5][C:6](=[O:29])[CH2:7][O:8][C:9]1[CH:14]=[CH:13][CH:12]=[C:11]([CH2:15][NH:16][CH2:17][C:18]2[CH:23]=[CH:22][C:21]([N:24]3[CH:28]=[CH:27][CH:26]=[N:25]3)=[CH:20][CH:19]=2)[CH:10]=1)([CH3:4])([CH3:3])[CH3:2].Cl.[N:31]1[CH:36]=[CH:35][CH:34]=[C:33]([S:37](Cl)(=[O:39])=[O:38])[CH:32]=1>>[C:1]([O:5][C:6](=[O:29])[CH2:7][O:8][C:9]1[CH:14]=[CH:13][CH:12]=[C:11]([CH2:15][N:16]([CH2:17][C:18]2[CH:19]=[CH:20][C:21]([N:24]3[CH:28]=[CH:27][CH:26]=[N:25]3)=[CH:22][CH:23]=2)[S:37]([C:33]2[CH:32]=[N:31][CH:36]=[CH:35][CH:34]=2)(=[O:39])=[O:38])[CH:10]=1)([CH3:4])([CH3:2])[CH3:3] |f:1.2|. Procedure details: The title compound of Step B was prepared from {3-[(4-pyrazol-1-yl-benzylamino)-methyl]-phenoxy}-acetic acid tert-butyl ester of Step A and pyridine-3-sulfonyl chloride hydrochloride, of Preparation 2, following the method described in Example 3, Step B with a reaction time of 2 h. 1H NMR (400 MHz, CDCl3) δ 9.05 (s, 1H), 8.78 (d, 1H), 8.03 (dd, 1H), 7.88 (m, 1H), 7.69 (m, 1H), 7.55 (d, 2H), 7.42 (m, 1H), 7.13 (m, 3H), 6.76 (d, 1H), 6.66 (m, 2H), 6.45 (m, 1H), 4.39 (s, 2H), 4.38 (s, 2H), 4.33 (s,... Starting materials: O=C1CCC=2NC(=CC21)C(=O)OC (Methyl 4-oxo-1,4,5,6-tetrahydrocyclopenta[b]pyrrole-2-carboxylate), BrC=1C=C(C[Mg]Br)C=CC1 (3-bromobenzylmagnesium bromide). Yields the product BrC=1C=C(CC2CCC=3NC(=CC32)C(=O)OC)C=CC1 (methyl 4-(3-bromobenzyl)-1,4,5,6-tetrahydrocyclopenta[b]pyrrole-2-carboxylate), BrC=1C=C(\C=C\2/CCC=3NC(=CC32)C(=O)OC)C=CC1 ((E)-methyl 4-(3-bromobenzylidene)-1,4,5,6-tetrahydrocyclopenta[b]pyrrole-2-carboxylate). As a reaction SMILES: O=[C:2]1[C:9]2[CH:8]=[C:7]([C:10]([O:12][CH3:13])=[O:11])[NH:6][C:5]=2[CH2:4][CH2:3]1.[Br:14][C:15]1[CH:16]=[C:17]([CH:21]=[CH:22][CH:23]=1)[CH2:18][Mg]Br>>[Br:14][C:15]1[CH:16]=[C:17]([CH:21]=[CH:22][CH:23]=1)[CH2:18][CH:2]1[C:9]2[CH:8]=[C:7]([C:10]([O:12][CH3:13])=[O:11])[NH:6][C:5]=2[CH2:4][CH2:3]1.[Br:14][C:15]1[CH:16]=[C:17]([CH:21]=[CH:22][CH:23]=1)/[CH:18]=[C:2]1\[CH2:3][CH2:4][C:5]2[NH:6][C:7]([C:10]([O:12][CH3:13])=[O:11])=[CH:8][C:9]\1=2. Reported procedure: The title compound was synthesized in two steps. Methyl 4-oxo-1,4,5,6-tetrahydrocyclopenta[b]pyrrole-2-carboxylate (1.50 g, 8.37 mmol) was reacted with 3-bromobenzylmagnesium bromide (84 mL, 21 mmol) according to General Procedure 3 to give (E)-methyl 4-(3-bromobenzylidene)-1,4,5,6-tetrahydrocyclopenta[b]pyrrole-2-carboxylate, followed by hydrogenation according to General Procedure 6, and was purified by column chromatography (Isco CombiFlash) eluting with a gradient of 0-30% EtOAc/heptane to a... Reaction SMILES: [BH3:20].[CH2:21]1[O:22][CH2:23][CH2:24][CH2:25]1.[CH2:26]1[O:27][CH2:28][CH2:29][CH2:30]1.[OH:1][c:2]1[cH:3][cH:4][c:5](-[c:8]2[o:9][c:10]3[c:11]([cH:12]2)[cH:13][c:14]([C:17](=[O:18])[OH:19])[cH:15][cH:16]3)[cH:6][cH:7]1>>[OH:1][c:2]1[cH:3][cH:4][c:5](-[c:8]2[o:9][c:10]3[c:11]([cH:12]2)[cH:13][c:14]([CH2:17][OH:18])[cH:15][cH:16]3)[cH:6][cH:7]1. Reactants: B, C1CCOC1, C1CCOC1, O=C(O)c1ccc2oc(-c3ccc(O)cc3)cc2c1. The product is OCc1ccc2oc(-c3ccc(O)cc3)cc2c1. Starting materials: COc1cc(C(=O)c2nc(Br)c3ccccn23)ccc1[N+](=O)[O-], COc1ccc(B(O)O)cc1, [K+], [K+], [K+], C1COCCO1, O, O=P([O-])([O-])[O-], c1ccc(P(c2ccccc2)(c2ccccc2)[Pd](P(c2ccccc2)(c2ccccc2)c2ccccc2)(P(c2ccccc2)(c2ccccc2)c2ccccc2)P(c2ccccc2)(c2ccccc2)c2ccccc2)cc1. The product is COc1ccc(-c2nc(C(=O)c3ccc([N+](=O)[O-])c(OC)c3)n3ccccc23)cc1. Reaction SMILES: [Br:21][c:22]1[n:23][c:24]([C:31](=[O:32])[c:33]2[cH:34][c:35]([O:42][CH3:43])[c:36]([N+:39](=[O:40])[O-:41])[cH:37][cH:38]2)[n:25]2[c:26]1[cH:27][cH:28][cH:29][cH:30]2.[CH3:1][O:2][c:3]1[cH:4][cH:5][c:6]([B:9]([OH:10])[OH:11])[cH:7][cH:8]1.[K+:17].[K+:18].[K+:19].[O:44]1[CH2:45][CH2:46][O:47][CH2:48][CH2:49]1.[OH2:20].[P:12]([O-:13])([O-:14])([O-:15])=[O:16].[cH:50]1[cH:51][cH:52][c:53]([P:54]([Pd:55]([P:56]([c:57]2[cH:58][cH:59][cH:60][cH:61][cH:62]2)([c:63]2[cH:64][cH:65][cH:66][cH:67][cH:68]2)[c:69]2[cH:70][cH:71][cH:72][cH:73][cH:74]2)([P:75]([c:76]2[cH:77][cH:78][cH:79][cH:80][cH:81]2)([c:82]2[cH:83][cH:84][cH:85][cH:86][cH:87]2)[c:88]2[cH:89][cH:90][cH:91][cH:92][cH:93]2)[P:94]([c:95]2[cH:96][cH:97][cH:98][cH:99][cH:100]2)([c:101]2[cH:102][cH:103][cH:104][cH:105][cH:106]2)[c:107]2[cH:108][cH:109][cH:110][cH:111][cH:112]2)([c:113]2[cH:114][cH:115][cH:116][cH:117][cH:118]2)[c:119]2[cH:120][cH:121][cH:122][cH:123][cH:124]2)[cH:125][cH:126]1>>[CH3:1][O:2][c:3]1[cH:4][cH:5][c:6](-[c:22]2[n:23][c:24]([C:31](=[O:32])[c:33]3[cH:34][c:35]([O:42][CH3:43])[c:36]([N+:39](=[O:40])[O-:41])[cH:37][cH:38]3)[n:25]3[c:26]2[cH:27][cH:28][cH:29][cH:30]3)[cH:7][cH:8]1.